From a dataset of the Open Reaction Database (ORD), a public repository of structured organic reaction records. describe an organic reaction: reactants, conditions, products, and yield Reactants: Au(JohnPhos)NCCH3, C1(=CC=CC=C1)C#CP(OCC)(O)=O (ethyl hydrogen phenylethynylphosphonate), C(#C)C1=CC=C(C=C1)C (1-ethynyl-4-methylbenzene), CC(C)(C)P(C1=CC=CC=C1C2=CC=CC=C2)C(C)(C)C (JohnPhos), CC(C)(C)P(C1=CC=CC=C1C2=CC=CC=C2)C(C)(C)C ((2-biphenyl)di-tert-butylphosphine). The reagents and catalysts are [Au] (gold). The solvent is ClC(C)Cl (dichloroethane), ClC(C)Cl (dichloroethane). Conditions: time 5 minute. Product: C(C)OP1(OC(=CC(=C1)C1=CC=CC=C1)C1=CC=C(C=C1)C)=O (2-ethoxy-4-phenyl-6-p-methylphenyl-1,2-oxaphosphorin 2-oxide). Isolated yield 33.9%. As a reaction SMILES: CC(P(C(C)(C)C)C1C(C2C=CC=CC=2)=CC=CC=1)(C)C.[C:22]1([C:28]#[C:29][P:30](=[O:35])([OH:34])[O:31][CH2:32][CH3:33])[CH:27]=[CH:26][CH:25]=[CH:24][CH:23]=1.[C:36]([C:38]1[CH:43]=[CH:42][C:41]([CH3:44])=[CH:40][CH:39]=1)#[CH:37]>[Au].ClC(Cl)C>[CH2:32]([O:31][P:30]1(=[O:34])[CH:29]=[C:28]([C:22]2[CH:23]=[CH:24][CH:25]=[CH:26][CH:27]=2)[CH:37]=[C:36]([C:38]2[CH:43]=[CH:42][C:41]([CH3:44])=[CH:40][CH:39]=2)[O:35]1)[CH3:33]. Procedure details: A gold (Ag(I)) catalyst {[Au(JohnPhos)NCCH3]+SbF6—} [JohnPhos:(2-biphenyl)di-tert-butylphosphine] (11.3 mg, 0.015 mmol) was put into a reaction container, and dichloroethane (0.4 mL) was added thereto. After stirring at room temperature for 5 minutes, ethyl hydrogen phenylethynylphosphonate (63.0 mg, 0.3 mmol) diluted with 0.5 mL of dichloroethane was added thereto. Then 1-ethynyl-4-methylbenzene (174 mg, 1.5 mmol) was put thereinto, followed by stirring at 30° C. for 16 hours, and when all of t... The reactants are CCOC(=O)C(Br)C(C)C(F)(F)F, CCOC(C)=O, [N-]=[N+]=[N-], [Na+], CN(C)C=O. The product is CCOC(=O)C(N)C(C)C(F)(F)F. As a reaction SMILES: [Br:5][CH:6]([C:7](=[O:8])[O:9][CH2:10][CH3:11])[CH:12]([C:13]([F:14])([F:15])[F:16])[CH3:17].[CH3:23][CH2:24][O:25][C:26]([CH3:27])=[O:28].[N-:2]=[N+:3]=[N-:4].[Na+:1].[O:18]=[CH:19][N:20]([CH3:21])[CH3:22]>>[NH2:2][CH:6]([C:7](=[O:8])[O:9][CH2:10][CH3:11])[CH:12]([C:13]([F:14])([F:15])[F:16])[CH3:17]. Reactants: CN(CCN1C(C2=C(CC1)NC(=C2C)C=O)=O)C (5-(2-dimethylamino-ethyl)-3-methyl-4-oxo-4,5,6,7-tetrahydro-1H-pyrrolo[3,2-c]pyridine-2-carbaldehyde), FC1=C(C=CC=C1F)C1=C2CC(NC2=CC=C1)=O (4-(2,3-difluoro-phenyl)-1,3-dihydro-indol-2-one). The product is FC1=C(C=CC=C1F)C1=C2C(C(NC2=CC=C1)=O)=CC1=C(C=2C(N(CCC2N1)CCN(C)C)=O)C (2-[4-(2,3-difluoro-phenyl)-2-oxo-1,2-dihydro-indol-3-ylidenemethyl]-5-(2-dimethylamino-ethyl)-3-methyl-1,5,6,7-tetrahydro-pyrrolo[3,2-c]pyridin-4-one). The yield is 61.6%. RXN SMILES: [CH3:1][N:2]([CH3:18])[CH2:3][CH2:4][N:5]1[CH2:10][CH2:9][C:8]2[NH:11][C:12]([CH:15]=O)=[C:13]([CH3:14])[C:7]=2[C:6]1=[O:17].[F:19][C:20]1[C:25]([F:26])=[CH:24][CH:23]=[CH:22][C:21]=1[C:27]1[CH:35]=[CH:34][CH:33]=[C:32]2[C:28]=1[CH2:29][C:30](=[O:36])[NH:31]2>>[F:19][C:20]1[C:25]([F:26])=[CH:24][CH:23]=[CH:22][C:21]=1[C:27]1[CH:35]=[CH:34][CH:33]=[C:32]2[C:28]=1[C:29](=[CH:15][C:12]1[NH:11][C:8]3[CH2:9][CH2:10][N:5]([CH2:4][CH2:3][N:2]([CH3:18])[CH3:1])[C:6](=[O:17])[C:7]=3[C:13]=1[CH3:14])[C:30](=[O:36])[NH:31]2. Procedure: The title compound was prepared under the same conditions as described in Example 112 with 5-(2-dimethylamino-ethyl)-3-methyl-4-oxo-4,5,6,7-tetrahydro-1H-pyrrolo[3,2-c]pyridine-2-carbaldehyde and 4-(2,3-difluoro-phenyl)-1,3-dihydro-indol-2-one (prepared according to WO2002055517) as starting materials to give 2-[4-(2,3-difluoro-phenyl)-2-oxo-1,2-dihydro-indol-3-ylidenemethyl]-5-(2-dimethylamino-ethyl)-3-methyl-1,5,6,7-tetrahydro-pyrrolo[3,2-c]pyridin-4-one (45 mg, 61.6%) as a yellow solid. Starting materials: CN(CC1=NC(=NO1)C1=CC=NC=C1)C1CCNCC1 (methylpiperidin-4-yl-(3-pyridin-4-yl-[1,2,4]oxadiazol-5-ylmethyl)amine), C1(CCCC1)OC(=O)Cl (cyclopentylchloroformate). The product is C1(CCCC1)OC(=O)N1CCC(CC1)N(CC1=NC(=NO1)C1=CC=NC=C1)C (4-[Methyl-(3-pyridin-4-yl-[1,2,4]oxadiazol-5-ylmethyl)amino]piperidine-1-carboxylic acid cyclopentyl ester). As a reaction SMILES: [CH3:1][N:2]([CH:15]1[CH2:20][CH2:19][NH:18][CH2:17][CH2:16]1)[CH2:3][C:4]1[O:8][N:7]=[C:6]([C:9]2[CH:14]=[CH:13][N:12]=[CH:11][CH:10]=2)[N:5]=1.[CH:21]1([O:26][C:27](Cl)=[O:28])[CH2:25][CH2:24][CH2:23][CH2:22]1>>[CH:21]1([O:26][C:27]([N:18]2[CH2:19][CH2:20][CH:15]([N:2]([CH3:1])[CH2:3][C:4]3[O:8][N:7]=[C:6]([C:9]4[CH:10]=[CH:11][N:12]=[CH:13][CH:14]=4)[N:5]=3)[CH2:16][CH2:17]2)=[O:28])[CH2:25][CH2:24][CH2:23][CH2:22]1. Procedure details: The tert-butoxycarbonyl group of 4-[methyl(3-pyridin-4-yl-[1,2,4]oxadiazol-5-ylmethyl)amino]piperidine-1-carboxylic acid tert-butyl ester (Example 119) was removed using the procedure described in Example 51 to afford methylpiperidin-4-yl-(3-pyridin-4-yl-[1,2,4]oxadiazol-5-ylmethyl)amine: RT=0.65 min; m/z (ES+)=274.0 [M+H]+. Derivatisation of methylpiperidin-4-yl-(3-pyridin-4-yl-[1,2,4]oxadiazol-5-ylmethyl)amine with cyclopentylchloroformate, using the procedure described for Example 52, afforde... The reactants are [Br-], Brc1ccc(I)cc1, C1CCOC1, Cc1ccccc1[Mg+], [Cl-], [Cl-], [Zn+2], c1ccc(P(c2ccccc2)(c2ccccc2)[Pd](P(c2ccccc2)(c2ccccc2)c2ccccc2)(P(c2ccccc2)(c2ccccc2)c2ccccc2)P(c2ccccc2)(c2ccccc2)c2ccccc2)cc1. Yields the product Cc1ccccc1-c1ccc(Br)cc1. As a reaction SMILES: [Br-:1].[Br:10][c:11]1[cH:12][cH:13][c:14]([I:17])[cH:15][cH:16]1.[CH2:18]1[O:19][CH2:20][CH2:21][CH2:22]1.[CH3:2][c:3]1[c:4]([Mg+:9])[cH:5][cH:6][cH:7][cH:8]1.[Cl-:23].[Cl-:25].[Zn+2:24].[cH:26]1[cH:27][cH:28][c:29]([P:30]([Pd:31]([P:32]([c:33]2[cH:34][cH:35][cH:36][cH:37][cH:38]2)([c:39]2[cH:40][cH:41][cH:42][cH:43][cH:44]2)[c:45]2[cH:46][cH:47][cH:48][cH:49][cH:50]2)([P:51]([c:52]2[cH:53][cH:54][cH:55][cH:56][cH:57]2)([c:58]2[cH:59][cH:60][cH:61][cH:62][cH:63]2)[c:64]2[cH:65][cH:66][cH:67][cH:68][cH:69]2)[P:70]([c:71]2[cH:72][cH:73][cH:74][cH:75][cH:76]2)([c:77]2[cH:78][cH:79][cH:80][cH:81][cH:82]2)[c:83]2[cH:84][cH:85][cH:86][cH:87][cH:88]2)([c:89]2[cH:90][cH:91][cH:92][cH:93][cH:94]2)[c:95]2[cH:96][cH:97][cH:98][cH:99][cH:100]2)[cH:101][cH:102]1>>[CH3:2][c:3]1[c:4](-[c:14]2[cH:13][cH:12][c:11]([Br:10])[cH:16][cH:15]2)[cH:5][cH:6][cH:7][cH:8]1. Starting materials: O=C(O)c1ccc2c(c1)nc(-c1ccc3nc(-c4cccc(Br)c4)ccc3c1)n2C1CCCCC1, O=C([O-])O, Cc1ccccc1, CO, OB(O)c1ccc(Cl)cc1, [Na+], O. Yields the product O=C(O)c1ccc2c(c1)nc(-c1ccc3nc(-c4cccc(-c5ccc(Cl)cc5)c4)ccc3c1)n2C1CCCCC1. Reaction SMILES: [Br:1][c:2]1[cH:3][c:4](-[c:8]2[n:9][c:10]3[cH:11][cH:12][c:13](-[c:18]4[n:19][c:20]5[c:21]([n:22]4[CH:23]4[CH2:24][CH2:25][CH2:26][CH2:27][CH2:28]4)[cH:29][cH:30][c:31]([C:33](=[O:34])[OH:35])[cH:32]5)[cH:14][c:15]3[cH:16][cH:17]2)[cH:5][cH:6][cH:7]1.[C:46](=[O:47])([OH:48])[O-:49].[CH3:51][c:52]1[cH:53][cH:54][cH:55][cH:56][cH:57]1.[CH3:58][OH:59].[Cl:36][c:37]1[cH:38][cH:39][c:40]([B:43]([OH:44])[OH:45])[cH:41][cH:42]1.[Na+:50].[OH2:60]>>[c:2]1(-[c:40]2[cH:39][cH:38][c:37]([Cl:36])[cH:42][cH:41]2)[cH:3][c:4](-[c:8]2[n:9][c:10]3[cH:11][cH:12][c:13](-[c:18]4[n:19][c:20]5[c:21]([n:22]4[CH:23]4[CH2:24][CH2:25][CH2:26][CH2:27][CH2:28]4)[cH:29][cH:30][c:31]([C:33](=[O:34])[OH:35])[cH:32]5)[cH:14][c:15]3[cH:16][cH:17]2)[cH:5][cH:6][cH:7]1. Reactants: N1C=CC=2C1=NC=CC2 (1H-pyrrolo[2,3-b]pyridine), ClC1=CC=C(C=N1)C(=O)Cl (6-Chloropyridine-3-carbonyl chloride), [Cl-].[Cl-].[Cl-].[Al+3] (aluminum trichloride), CO (Methanol). Run in C(Cl)Cl (methylene dichloride), C(Cl)Cl (methylene chloride), C(Cl)Cl (methylene chloride). Conditions: time 70 minute. Yields the product ClC1=CC=C(C=N1)C(=O)C1=CNC2=NC=CC=C21 ((6-Chloro-pyridin-3-yl)-(1H-pyrrolo[2,3-b]pyridin-3-yl)-methanone). Isolated yield 89.1%. As a reaction SMILES: [Cl-].[Cl-].[Cl-].[Al+3].[NH:5]1[C:9]2=[N:10][CH:11]=[CH:12][CH:13]=[C:8]2[CH:7]=[CH:6]1.[Cl:14][C:15]1[N:20]=[CH:19][C:18]([C:21](Cl)=[O:22])=[CH:17][CH:16]=1.CO>C(Cl)Cl>[Cl:14][C:15]1[N:20]=[CH:19][C:18]([C:21]([C:7]2[C:8]3[C:9](=[N:10][CH:11]=[CH:12][CH:13]=3)[NH:5][CH:6]=2)=[O:22])=[CH:17][CH:16]=1 |f:0.1.2.3|. Procedure: Into a round bottom flask was added aluminum trichloride (16.0 g, 0.12 mol) and methylene chloride (100.0 mL) under an atmosphere of nitrogen. Into the reaction mixture, was added 1H-Pyrrolo[2,3-b]pyridine 1 (3.2 g, 0.027 mol) in methylene dichloride (20.0 mL). The reaction was stirred at room temperature for 70.0 minutes, and then 6-Chloropyridine-3-carbonyl chloride 8 (5.4 g, 0.031 mol) in methylene chloride (10.0 mL) was added. The reaction mixture was stirred at room temperature for 3 hours....